This data is from the Open Reaction Database (ORD), a public repository of structured organic reaction records. The task is: describe an organic reaction: reactants, conditions, products, and yield The reactants are CC1=C(C=CC=C1C)/C=C/C1=CC(=C(C(=O)OC(C)(C)C)C=C1)NC1=CC=C(C=C1)F (tert-butyl 4-((E)-2-(2,3-dimethylphenyl)vinyl)-2-(4-fluoroanilino)benzoate), C(C)(=O)OCC (ethyl acetate). The reagents and catalysts are [C].[Pd] (palladium-carbon). Run in CO (methanol). Reaction conditions: time 20 minute. The product is CC1=C(C=CC=C1C)CCC1=CC(=C(C(=O)O)C=C1)NC1=CC=C(C=C1)F (4-(2-(2,3-dimethylphenyl)ethyl)-2-(4-fluoroanilino)benzoic acid). Reaction SMILES: [CH3:1][C:2]1[C:7]([CH3:8])=[CH:6][CH:5]=[CH:4][C:3]=1/[CH:9]=[CH:10]/[C:11]1[CH:23]=[CH:22][C:14]([C:15]([O:17]C(C)(C)C)=[O:16])=[C:13]([NH:24][C:25]2[CH:30]=[CH:29][C:28]([F:31])=[CH:27][CH:26]=2)[CH:12]=1.C(OCC)(=O)C>[C].[Pd].CO>[CH3:1][C:2]1[C:7]([CH3:8])=[CH:6][CH:5]=[CH:4][C:3]=1[CH2:9][CH2:10][C:11]1[CH:23]=[CH:22][C:14]([C:15]([OH:17])=[O:16])=[C:13]([NH:24][C:25]2[CH:30]=[CH:29][C:28]([F:31])=[CH:27][CH:26]=2)[CH:12]=1 |f:2.3|. Procedure: To the obtained tert-butyl 4-((E)-2-(2,3-dimethylphenyl)vinyl)-2-(4-fluoroanilino)benzoate were added ethyl acetate 1.5 mL, methanol 1.5 mL and 10% palladium-carbon 27 mg sequentially, and it was stirred under hydrogen atmosphere at room temperature for 3 hours and 20 minutes. The solvent was removed under reduced pressure after insoluble matter was filtrated. Dichloromethane 1.0 mL and trifluoroacetic acid 7.5 mL were added to the obtained residue, and it was stirred at room temperature for 2 h... Starting materials: CC(C)COc1ccc2c(c1O)OC(C)(C)CC2=O, COS(=O)(=O)OC, [Na+], [OH-], O. Product: COc1c(OCC(C)C)ccc2c1OC(C)(C)CC2=O. As a reaction SMILES: [CH2:1]([CH:2]([CH3:3])[CH3:4])[O:5][c:6]1[cH:7][cH:8][c:9]2[c:14]([c:15]1[OH:16])[O:13][C:12]([CH3:17])([CH3:18])[CH2:11][C:10]2=[O:19].[CH3:20][O:21][S:22]([O:23][CH3:24])(=[O:25])=[O:26].[Na+:28].[OH-:27].[OH2:29]>>[CH2:1]([CH:2]([CH3:3])[CH3:4])[O:5][c:6]1[cH:7][cH:8][c:9]2[c:14]([c:15]1[O:16][CH3:20])[O:13][C:12]([CH3:17])([CH3:18])[CH2:11][C:10]2=[O:19]. Reactants: CC(c1cccc2ccccc12)N(CC1CNCCC1c1ccccc1)C(=O)OC(C)(C)C, O=C([O-])[O-], CS(C)=O, COC(=O)c1cc(F)c(F)c(F)c1, [K+], [K+], O. The product is COC(=O)c1cc(F)c(N2CCC(c3ccccc3)C(CN(C(=O)OC(C)(C)C)C(C)c3cccc4ccccc34)C2)c(F)c1. RXN SMILES: [C:1]([CH3:2])([CH3:3])([CH3:4])[O:5][C:6]([N:7]([CH2:8][CH:9]1[CH2:10][NH:11][CH2:12][CH2:13][CH:14]1[c:15]1[cH:16][cH:17][cH:18][cH:19][cH:20]1)[CH:21]([CH3:22])[c:23]1[cH:24][cH:25][cH:26][c:27]2[cH:28][cH:29][cH:30][cH:31][c:32]12)=[O:33].[C:47](=[O:48])([O-:49])[O-:50].[CH3:53][S:54]([CH3:55])=[O:56].[F:34][c:35]1[cH:36][c:37]([C:38](=[O:39])[O:40][CH3:41])[cH:42][c:43]([F:46])[c:44]1[F:45].[K+:51].[K+:52].[OH2:57]>>[C:1]([CH3:2])([CH3:3])([CH3:4])[O:5][C:6]([N:7]([CH2:8][CH:9]1[CH2:10][N:11]([c:44]2[c:35]([F:34])[cH:36][c:37]([C:38](=[O:39])[O:40][CH3:41])[cH:42][c:43]2[F:46])[CH2:12][CH2:13][CH:14]1[c:15]1[cH:16][cH:17][cH:18][cH:19][cH:20]1)[CH:21]([CH3:22])[c:23]1[cH:24][cH:25][cH:26][c:27]2[cH:28][cH:29][cH:30][cH:31][c:32]12)=[O:33]. Starting materials: C(C1=CC=CC=C1)OC(=O)[C@]12[C@@H]([C@H]3CC[C@@H]4[C@]5(CC=C(C([C@@H]5CC[C@]4([C@@]3(CC1)C)C)(C)C)C1=CC=C(C=C1)B(O)O)C)[C@@H](CC2)C(=C)C ((4-((1R,3aS,5aR,5bR,7aR,11aS,11bR,13aR,13bR)-3a-((benzyloxy)carbonyl)-5a,5b,8,8,11a-pentamethyl-1-(prop-1-en-2-yl)-2,3,3a,4,5,5a,5b,6,7,7a,8,11,11a,11b,12,13,13a,13b-octadecahydro-1H-cyclopenta[a]chrysen-9-yl)phenyl)boronic acid), N#N (N2), B(Br)(Br)Br (Boron tribromide). The solvent is C(Cl)Cl (DCM). Reaction conditions: temperature -78 celsius, time 1 hour. Yields the product B(O)(O)C1=CC=C(C=C1)C=1C([C@@H]2CC[C@]3([C@@]4(CC[C@@]5([C@@H]([C@H]4CC[C@@H]3[C@]2(CC1)C)[C@@H](CC5)C(=C)C)C(=O)O)C)C)(C)C ((1R,3aS,5aR,5bR,7aR,11aS,11bR,13aR,13bR)-9-(4-boronophenyl)-5a,5b,8,8,11a-pentamethyl-1-(prop-1-en-2-yl)-2,3,3a,4,5,5a,5b,6,7,7a,8,11,11a,11b,12,13,13a,13b-octadecahydro-1H-cyclopenta[a]chrysene-3a-carboxylic acid). The yield is 26.3%. Reaction SMILES: C([O:8][C:9]([C@:11]12[CH2:45][CH2:44][C@@H:43]([C:46]([CH3:48])=[CH2:47])[C@@H:12]1[C@@H:13]1[C@@:26]([CH3:29])([CH2:27][CH2:28]2)[C@@:25]2([CH3:30])[C@@H:16]([C@:17]3([CH3:42])[C@@H:22]([CH2:23][CH2:24]2)[C:21]([CH3:32])([CH3:31])[C:20]([C:33]2[CH:38]=[CH:37][C:36]([B:39]([OH:41])[OH:40])=[CH:35][CH:34]=2)=[CH:19][CH2:18]3)[CH2:15][CH2:14]1)=[O:10])C1C=CC=CC=1.N#N.B(Br)(Br)Br>C(Cl)Cl>[B:39]([C:36]1[CH:37]=[CH:38][C:33]([C:20]2[C:21]([CH3:32])([CH3:31])[C@H:22]3[C@:17]([CH3:42])([CH2:18][CH:19]=2)[C@@H:16]2[C@:25]([CH3:30])([C@@:26]4([CH3:29])[C@H:13]([CH2:14][CH2:15]2)[C@H:12]2[C@H:43]([C:46]([CH3:48])=[CH2:47])[CH2:44][CH2:45][C@:11]2([C:9]([OH:10])=[O:8])[CH2:28][CH2:27]4)[CH2:24][CH2:23]3)=[CH:34][CH:35]=1)([OH:41])[OH:40]. Reported procedure: To a solution of (1R,3aS,5aR,5bR,7aR,11aR,11bR,13aR,13bR)-benzyl 5a,5b,8,8,11a-pentamethyl-1-(prop-1-en-2-yl)-9-(((trifluoromethyl)sulfonyl)oxy)-2,3,3a,4,5,5a,5b,6,7,7a,8,11,11a,11b,12,13,13a,13b-octadecahydro-1H-cyclopenta[a]chrysene-3a-carboxylate (3.0 g, 4.43 mmol) in THF (100 mL) was added 1,4-benzenediboronic acid (1.469 g, 8.86 mmol) and tetrakis(triphenylphosphine)palladium(0) (0.259 g, 0.222 mmol). The resulting yellow mixture was purged with N2. Then, a solution of sodium carbonate (2.8... Reactants: O1CCCC1.C1(CCCCC1)[Mg]Br (cyclohexylmagnesium bromide tetrahydrofuran), COC1=CC2=C(C=C(O2)C#N)C=C1 (6-methoxy-1-benzofuran-2-carbonitrile), [Cl-].[NH4+] (ammonium chloride). The solvent is O1CCCC1 (tetrahydrofuran). Reaction conditions: temperature 50 celsius, time 8 hour. Yields the product C1(CCCCC1)C(=O)C=1OC2=C(C1)C=CC(=C2)OC (cyclohexyl(6-methoxy-1-benzofuran-2-yl)methanone). The yield is 39.0%. Reaction SMILES: [CH3:1][O:2][C:3]1[CH:13]=[CH:12][C:6]2[CH:7]=[C:8]([C:10]#N)[O:9][C:5]=2[CH:4]=1.[O:14]1CCCC1.[CH:19]1([Mg]Br)[CH2:24][CH2:23][CH2:22][CH2:21][CH2:20]1.[Cl-].[NH4+]>O1CCCC1>[CH:19]1([C:10]([C:8]2[O:9][C:5]3[CH:4]=[C:3]([O:2][CH3:1])[CH:13]=[CH:12][C:6]=3[CH:7]=2)=[O:14])[CH2:24][CH2:23][CH2:22][CH2:21][CH2:20]1 |f:1.2,3.4|. Procedure: To a solution (20 mL) of 6-methoxy-1-benzofuran-2-carbonitrile (1.00 g) synthesized above in tetrahydrofuran was added 1.0M cyclohexylmagnesium bromide tetrahydrofuran solution (11.5 mL), and the mixture was stirred at 50° C. overnight, and stirred with heating under reflux for 1 hr. Saturated aqueous ammonium chloride solution was added to quench the reaction, and the mixture was extracted with ethyl acetate. The extract was washed with saturated brine, dried over magnesium sulfate, and concent... Reactants: CC(=O)[O-], C1CCOC1, Cl, NO, [Na+], O, CC1(C)OB(O)c2cc(C=O)ccc21. The product is CC1(C)OB(O)c2cc(C=NO)ccc21. Reaction SMILES: [C:18]([O-:19])(=[O:20])[CH3:21].[CH2:23]1[O:24][CH2:25][CH2:26][CH2:27]1.[ClH:17].[NH2:15][OH:16].[Na+:22].[OH2:28].[OH:1][B:2]1[O:3][C:4]([CH3:13])([CH3:14])[c:5]2[c:6]1[cH:7][c:8]([CH:11]=[O:12])[cH:9][cH:10]2>>[OH:1][B:2]1[O:3][C:4]([CH3:13])([CH3:14])[c:5]2[c:6]1[cH:7][c:8]([CH:11]=[N:15][OH:16])[cH:9][cH:10]2. Starting materials: C1(=CC=CC=C1)C=1C=NC2=C(C=CC=C2C1C=1C=C(C=CC1)NCC1=CC=C(C=C1)CC(=O)OCC)C(F)(F)F (ethyl {4-[({3-[3-phenyl-8-(trifluoromethyl)quinolin-4-yl]phenyl}amino)methyl]phenyl}acetate), C(C)OC(CC1=CC(=CC=C1)C1=C(C=NC2=C(C=CC=C12)C(F)(F)F)C1=CC=CC=C1)=O (3-[3-phenyl-8-(trifluoromethyl)quinolin-4-yl]phenyl acetic acid ethyl ester). Yields the product C1(=CC=CC=C1)C=1C=NC2=C(C=CC=C2C1C=1C=C(C=CC1)NCC1=CC=C(C=C1)CC(=O)O)C(F)(F)F ({4-[({3-[3-PHENYL-8-(TRIFLUOROMETHYL)QUINOLIN-4-YL]PHENYL}AMINO)METHYL]PHENYL} ACETIC ACID), solid. Isolated yield 31.0%. Reaction SMILES: [C:1]1([C:7]2[CH:8]=[N:9][C:10]3[C:15]([C:16]=2[C:17]2[CH:18]=[C:19]([NH:23][CH2:24][C:25]4[CH:30]=[CH:29][C:28]([CH2:31][C:32]([O:34]CC)=[O:33])=[CH:27][CH:26]=4)[CH:20]=[CH:21][CH:22]=2)=[CH:14][CH:13]=[CH:12][C:11]=3[C:37]([F:40])([F:39])[F:38])[CH:6]=[CH:5][CH:4]=[CH:3][CH:2]=1.C(OC(=O)CC1C=CC=C(C2C3C(=C(C(F)(F)F)C=CC=3)N=CC=2C2C=CC=CC=2)C=1)C>>[C:1]1([C:7]2[CH:8]=[N:9][C:10]3[C:15]([C:16]=2[C:17]2[CH:18]=[C:19]([NH:23][CH2:24][C:25]4[CH:30]=[CH:29][C:28]([CH2:31][C:32]([OH:34])=[O:33])=[CH:27][CH:26]=4)[CH:20]=[CH:21][CH:22]=2)=[CH:14][CH:13]=[CH:12][C:11]=3[C:37]([F:40])([F:38])[F:39])[CH:2]=[CH:3][CH:4]=[CH:5][CH:6]=1. Procedure: The title compound is prepared essentially as described in Example 398, except using ethyl {4-[({3-[3-phenyl-8-(trifluoromethyl)quinolin-4-yl]phenyl}amino)methyl]phenyl}acetate instead 3-[3-phenyl-8-(trifluoromethyl)quinolin-4-yl]phenyl acetic acid ethyl ester to afford the title compound as a tan tacky solid (0.021 g, 31%). Calcd mass for C31H23N2F3O2 is 512.53, found MS (ES) m/z 513.